From a dataset of the Open Reaction Database (ORD), a public repository of structured organic reaction records. describe an organic reaction: reactants, conditions, products, and yield Starting materials: COC1=C(C=C(C=C1)CC(C)=O)S(=O)(=O)N (2-Methoxy-5-(2-oxo-propyl)-benzenesulfonamide), N1=C(C=NC=C1)NC(=S)N (pyrazin-2-yl-thiourea), II (iodine). Solvent: N1=CC=CC=C1 (pyridine). The product is COC1=C(C=C(C=C1)C1=C(N=C(S1)NC1=NC=CN=C1)C)S(=O)(=O)N (2-Methoxy-5-[4-methyl-2-(pyrazin-2-ylamino)-thiazol-5-yl]-benzenesulfonamide). The yield is 22.2%. RXN SMILES: [CH3:1][O:2][C:3]1[CH:8]=[CH:7][C:6]([CH2:9][C:10](=O)[CH3:11])=[CH:5][C:4]=1[S:13]([NH2:16])(=[O:15])=[O:14].[N:17]1[CH:22]=[CH:21][N:20]=[CH:19][C:18]=1[NH:23][C:24]([NH2:26])=[S:25].II>N1C=CC=CC=1>[CH3:1][O:2][C:3]1[CH:8]=[CH:7][C:6]([C:9]2[S:25][C:24]([NH:23][C:18]3[CH:19]=[N:20][CH:21]=[CH:22][N:17]=3)=[N:26][C:10]=2[CH3:11])=[CH:5][C:4]=1[S:13]([NH2:16])(=[O:15])=[O:14]. Reported procedure: 2-Methoxy-5-(2-oxo-propyl)-benzenesulfonamide (S. Sakurai et al. Chem. Pharm. Bull. 40(6) 1443-1451 (1992)) (0.3 g, 1.23 mmol), pyrazin-2-yl-thiourea (0.19 g, 1.23 mmol), iodine (0.31 g, 1.23 mmol) in pyridine (2.5 ml) is stirred at 60° C. for 20 hours. The mixture is concentrated. To the residue is added water, the precipitate is collected and recrystallised from ethanol to give the titled compound (0.103 g). m.p. 378.2° C. Reactants: C1(=CC=CC=C1)[Li] (phenyllithium), C(C1=CC=CC=C1)OC1=C(C=CC=C1C(C)(C)C)C(=O)C1=CC(=CC=C1)C1=NC=CC=C1 ((2-(benzyloxy)-3-tert-butylphenyl)(3-(pyridin-2-yl)phenyl)methanone), [Cl-].[NH4+] (ammonium chloride). Solvent: O1CCCC1 (tetrahydrofuran). Reaction conditions: time 1 hour. Product: C(C1=CC=CC=C1)OC1=C(C=CC=C1C(C)(C)C)C(O)(C1=CC(=CC=C1)C1=NC=CC=C1)C1=CC=CC=C1 ((2-(Benzyloxy)-3-tert-butylphenyl)(phenyl)(3-(pyridin-2-yl)phenyl)methanol). The yield is 100.1%. RXN SMILES: [CH2:1]([O:8][C:9]1[C:14]([C:15]([CH3:18])([CH3:17])[CH3:16])=[CH:13][CH:12]=[CH:11][C:10]=1[C:19]([C:21]1[CH:26]=[CH:25][CH:24]=[C:23]([C:27]2[CH:32]=[CH:31][CH:30]=[CH:29][N:28]=2)[CH:22]=1)=[O:20])[C:2]1[CH:7]=[CH:6][CH:5]=[CH:4][CH:3]=1.[C:33]1([Li])[CH:38]=[CH:37][CH:36]=[CH:35][CH:34]=1.[Cl-].[NH4+]>O1CCCC1>[CH2:1]([O:8][C:9]1[C:14]([C:15]([CH3:18])([CH3:17])[CH3:16])=[CH:13][CH:12]=[CH:11][C:10]=1[C:19]([C:33]1[CH:38]=[CH:37][CH:36]=[CH:35][CH:34]=1)([C:21]1[CH:26]=[CH:25][CH:24]=[C:23]([C:27]2[CH:32]=[CH:31][CH:30]=[CH:29][N:28]=2)[CH:22]=1)[OH:20])[C:2]1[CH:3]=[CH:4][CH:5]=[CH:6][CH:7]=1 |f:2.3|. Procedure details: A solution of (2-(benzyloxy)-3-tert-butylphenyl)(3-(pyridin-2-yl)phenyl)methanone (0.96 g, 2.28 mmol) in anhydrous tetrahydrofuran (20 mL) was stirred at −78° C. under nitrogen and 1.8 M phenyllithium (2 mL, 3.6 mmol) was added at such a rate that the temperature did not exceed −70° C. Stirring was continued at −78° C. for 30 min for 1 hr at room temperature. The reaction mixture was poured on saturated ammonium chloride (150 mL) and extracted with ethyl acetate (150 mL). The organic extract was... Starting materials: C(#N)C=1C=NC2=CC(=C(C=C2C1NC1=C2C(=CC=C1)OCO2)OC)OC[C@H]2CO2 (3-cyano-7-[(2R)-2,3-epoxypropoxy]-6-methoxy-4-(2,3-methylenedioxyanilino)quinoline), C(C)(=O)N1CCNCC1 (1-acetylpiperazine). Yields the product C(C)(=O)N1CCN(CC1)C[C@H](COC1=C(C=C2C(=C(C=NC2=C1)C#N)NC1=C2C(=CC=C1)OCO2)OC)O (7-[(2R)-3-(4-acetylpiperazin-1-yl)-2-hydroxypropoxy]-3-cyano-6-methoxy-4-(2,3-methylenedioxyanilino)quinoline). The yield is 35.0%. As a reaction SMILES: [C:1]([C:3]1[CH:4]=[N:5][C:6]2[C:11]([C:12]=1[NH:13][C:14]1[CH:19]=[CH:18][CH:17]=[C:16]3[O:20][CH2:21][O:22][C:15]=13)=[CH:10][C:9]([O:23][CH3:24])=[C:8]([O:25][CH2:26][C@@H:27]1[O:29][CH2:28]1)[CH:7]=2)#[N:2].[C:30]([N:33]1[CH2:38][CH2:37][NH:36][CH2:35][CH2:34]1)(=[O:32])[CH3:31]>>[C:30]([N:33]1[CH2:38][CH2:37][N:36]([CH2:28][C@@H:27]([OH:29])[CH2:26][O:25][C:8]2[CH:7]=[C:6]3[C:11]([C:12]([NH:13][C:14]4[CH:19]=[CH:18][CH:17]=[C:16]5[O:20][CH2:21][O:22][C:15]=45)=[C:3]([C:1]#[N:2])[CH:4]=[N:5]3)=[CH:10][C:9]=2[O:23][CH3:24])[CH2:35][CH2:34]1)(=[O:32])[CH3:31]. Reported procedure: Using an analogous procedure to that described in Example 11, 3-cyano-7-[(2R)-2,3-epoxypropoxy]-6-methoxy-4-(2,3-methylenedioxyanilino)quinoline was reacted with 1-acetylpiperazine to give the title compound in 35% yield; NMR Spectrum: (DMSOd6) 1.96 (s, 3H), 2.34-2.54 (m, 6H), 3.35-3.45 (m, 4H), 3.94 (s, 3H), 4.0-4.1 (m, 2H), 4.13-4.21 (m, 1H), 4.94 (d, 1H), 5.97 (s, 2H), 6.80-6.92 (m, 3H), 7.23 (s, 1H), 7.76 (s, 1H), 8.4 (s, 1H), 9.49 (s, 1H); Mass Spectrum: M+H+ 520. Yield: 82.8%. Starting materials: C(CC)P1(OP(OP(O1)(=O)CCC)(=O)CCC)=O (T3P), ClC1=CC2=C(N[C@H](CO2)CC(=O)OCC)C=C1 (ethyl [(3S)-7-chloro-3,4-dihydro-2H-1,4-benzoxazin-3-yl]acetate), ClC1=CC2=C(N[C@H](CO2)CC(=O)OCC)C=C1 (ethyl [(3S)-7-chloro-3,4-dihydro-2H-1,4-benzoxazin-3-yl]acetate), O=C1COC2=C(N1)C=C(C=C2)C(=O)O (3-oxo-3,4-dihydro-2H-1,4-benzoxazine-6-carboxylic acid), CCN(C(C)C)C(C)C (DIPEA). Product: ClC1=CC2=C(N([C@H](CO2)CC(=O)OCC)C(=O)C=2C=CC3=C(NC(CO3)=O)C2)C=C1 (Ethyl {(3S)-7-chloro-4-[(3-oxo-3,4-dihydro-2H-1,4-benzoxazin-6-yl)carbonyl]-3,4-dihydro-2H-1,4-benzoxazin-3-yl}acetate). Reported procedure: T3P (50% solution in EtOAc, 146 g, 230 mmol) was added into a solution of ethyl [(3S)-7-chloro-3,4-dihydro-2H-1,4-benzoxazin-3-yl]acetate (Intermediate 20a, 29.4 g, 115 mmol) in n-BuOAc (100 mL), 3-oxo-3,4-dihydro-2H-1,4-benzoxazine-6-carboxylic acid (22.7 g, 118 mmol) and DIPEA (44.5 g, 345 mmol) at 20° C. The resulting mixture was stirred at 140° C. for 24 h. The reaction mixture was cooled and diluted with of EtOAc (500 mL). The resulting mixture was washed with 200 mL of saturated sodium bic... Run at temperature 140 celsius, time 24 hour. As a reaction SMILES: C(P1(=O)OP(CCC)(=O)OP(CCC)(=O)O1)CC.[Cl:19][C:20]1[CH:35]=[CH:34][C:23]2[NH:24][C@@H:25]([CH2:28][C:29]([O:31][CH2:32][CH3:33])=[O:30])[CH2:26][O:27][C:22]=2[CH:21]=1.[O:36]=[C:37]1[NH:42][C:41]2[CH:43]=[C:44]([C:47](O)=[O:48])[CH:45]=[CH:46][C:40]=2[O:39][CH2:38]1.CCN(C(C)C)C(C)C>C(OC(C)=O)CCC.CCOC(C)=O>[Cl:19][C:20]1[CH:35]=[CH:34][C:23]2[N:24]([C:47]([C:44]3[CH:45]=[CH:46][C:40]4[O:39][CH2:38][C:37](=[O:36])[NH:42][C:41]=4[CH:43]=3)=[O:48])[C@@H:25]([CH2:28][C:29]([O:31][CH2:32][CH3:33])=[O:30])[CH2:26][O:27][C:22]=2[CH:21]=1. The solvent is CCOC(=O)C (EtOAc), C(CCC)OC(=O)C (n-BuOAc). Starting materials: CC(C)(C)[O-], CI, [K+], CN(C)C=O, O, Sc1n[nH]c(-c2ccncc2)n1. Yields the product CSc1n[nH]c(-c2ccncc2)n1. Reaction SMILES: [CH3:13][C:14]([CH3:15])([O-:16])[CH3:17].[CH3:19][I:20].[K+:18].[O:21]=[CH:22][N:23]([CH3:24])[CH3:25].[OH2:26].[n:1]1[cH:2][cH:3][c:4](-[c:7]2[n:8][c:9]([SH:12])[n:10][nH:11]2)[cH:5][cH:6]1>>[n:1]1[cH:2][cH:3][c:4](-[c:7]2[n:8][c:9]([S:12][CH3:13])[n:10][nH:11]2)[cH:5][cH:6]1. Reactants: NC1=NC(=NS1)/C(/C(=O)N[C@H]1[C@@H]2N(C(=C(CS2)C[N+]=2N(C(=C(C2)CNC=O)N)CCO)C(=O)[O-])C1=O)=N/OC(C)(C)C(=O)O (7β-[(Z)-2-(5-amino-1,2,4-thiadiazol-3-yl)-2-(1-carboxy-1-methylethoxyimino)acetamido]-3-[3-amino-4-formamidomethyl-2-(2-hydroxyethyl)-1-pyrazolio]methyl-3-cephem-4-carboxylate), Cl (hydrochloric acid), C(C)(=O)OCC (ethyl acetate). Reported procedure: To a solution of 7β-[(Z)-2-(5-amino-1,2,4-thiadiazol-3-yl)-2-(1-carboxy-1-methylethoxyimino)acetamido]-3-[3-amino-4-formamidomethyl-2-(2-hydroxyethyl)-1-pyrazolio]methyl-3-cephem-4-carboxylate (97 mg) in methanol (1 ml) was added concentrated hydrochloric acid (0.1 ml) at room temperature. The mixture was stirred at room temperature for 4.5 hours and poured into ethyl acetate. The resulting precipitate was collected by filtration and dried in vacuo. The obtained powder was dissolved in a phospha... RXN SMILES: [NH2:1][C:2]1[S:6][N:5]=[C:4](/[C:7](=[N:37]/[O:38][C:39]([C:42]([OH:44])=[O:43])([CH3:41])[CH3:40])/[C:8]([NH:10][C@@H:11]2[C:35](=[O:36])[N:13]3[C:14]([C:32]([O-:34])=[O:33])=[C:15]([CH2:18][N+:19]4[N:20]([CH2:29][CH2:30][OH:31])[C:21]([NH2:28])=[C:22]([CH2:24][NH:25]C=O)[CH:23]=4)[CH2:16][S:17][C@H:12]23)=[O:9])[N:3]=1.Cl.C(OCC)(=O)C>CO>[NH2:1][C:2]1[S:6][N:5]=[C:4](/[C:7](=[N:37]/[O:38][C:39]([C:42]([OH:44])=[O:43])([CH3:41])[CH3:40])/[C:8]([NH:10][C@@H:11]2[C:35](=[O:36])[N:13]3[C:14]([C:32]([O-:34])=[O:33])=[C:15]([CH2:18][N+:19]4[N:20]([CH2:29][CH2:30][OH:31])[C:21]([NH2:28])=[C:22]([CH2:24][NH2:25])[CH:23]=4)[CH2:16][S:17][C@H:12]23)=[O:9])[N:3]=1. Product: NC1=NC(=NS1)/C(/C(=O)N[C@H]1[C@@H]2N(C(=C(CS2)C[N+]=2N(C(=C(C2)CN)N)CCO)C(=O)[O-])C1=O)=N/OC(C)(C)C(=O)O (7β-[(Z)-2-(5-amino-1,2,4-thiadiazol-3-yl)-2-(1-carboxy-1-methylethoxyimino)acetamido]-3-[3-amino-4-aminomethyl-2-(2-hydroxyethyl)-1-pyrazolio]methyl-3-cephem-4-carboxylate). Isolated yield 18.9%. Run in CO (methanol). Reaction conditions: time 4.5 hour. Reactants: ClC1=CC=C(C=C1)C1CCN(CC1)CCCOC1=CC2=C(CCCNC2)C=C1 (8-[3-[4-(4-Chlorophenyl)-1-piperidinyl]propoxy]-2,3,4,5-tetrahydro-1H-2-benzazepine), C(C)(=O)OC(C)=O (acetic anhydride). Product: Cl.C(C)(=O)N1CC2=C(CCC1)C=CC(=C2)OCCCN2CCC(CC2)C2=CC=C(C=C2)Cl (2-Acetyl-8-[3-[4-(4-chlorophenyl)-1-piperidinyl]propoxy]-2,3,4,5-tetrahydro-1H-2-benzazepine hydrochloride). As a reaction SMILES: [Cl:1][C:2]1[CH:7]=[CH:6][C:5]([CH:8]2[CH2:13][CH2:12][N:11]([CH2:14][CH2:15][CH2:16][O:17][C:18]3[CH:28]=[CH:27][C:21]4[CH2:22][CH2:23][CH2:24][NH:25][CH2:26][C:20]=4[CH:19]=3)[CH2:10][CH2:9]2)=[CH:4][CH:3]=1.[C:29](OC(=O)C)(=[O:31])[CH3:30]>>[ClH:1].[C:29]([N:25]1[CH2:24][CH2:23][CH2:22][C:21]2[CH:27]=[CH:28][C:18]([O:17][CH2:16][CH2:15][CH2:14][N:11]3[CH2:12][CH2:13][CH:8]([C:5]4[CH:6]=[CH:7][C:2]([Cl:1])=[CH:3][CH:4]=4)[CH2:9][CH2:10]3)=[CH:19][C:20]=2[CH2:26]1)(=[O:31])[CH3:30] |f:2.3|. Procedure details: Using 8-[3-[4-(4-chlorophenyl)-1-piperidinyl]propoxy]-2,3,4,5-tetrahydro-1H-2-benzazepine obtained in Example 207 and acetic anhydride, the title compound was obtained as colorless amorphous powder by the same procedure as in Example 17. Starting materials: N#CC(=C1Nc2ccc(C(=O)O)cc2N1)c1nccc(C(F)(F)F)n1, O, O=S(=O)(O)O. The product is NC(=O)C(=C1Nc2ccc(C(=O)O)cc2N1)c1nccc(C(F)(F)F)n1. As a reaction SMILES: [C:1](=[O:2])([OH:3])[c:4]1[cH:5][c:6]2[c:7]([cH:24][cH:25]1)[NH:8][C:9](=[C:11]([C:12]#[N:13])[c:14]1[n:15][cH:16][cH:17][c:18]([C:20]([F:21])([F:22])[F:23])[n:19]1)[NH:10]2.[OH2:26].[S:27](=[O:28])(=[O:29])([OH:30])[OH:31]>>[C:1](=[O:2])([OH:3])[c:4]1[cH:5][c:6]2[c:7]([cH:24][cH:25]1)[NH:8][C:9](=[C:11]([C:12]([NH2:13])=[O:26])[c:14]1[n:15][cH:16][cH:17][c:18]([C:20]([F:21])([F:22])[F:23])[n:19]1)[NH:10]2.